This data is from the Open Reaction Database (ORD), a public repository of structured organic reaction records. The task is: describe an organic reaction: reactants, conditions, products, and yield Starting materials: CCOC(=O)C(C(=O)OCC)C(=O)C1(c2ccc(Cl)cc2)CCOCC1, O=P12OP3(=O)OP(=O)(O1)OP(=O)(O2)O3, O, O=S(=O)(O)O. The product is CCOC(=O)C1=C(O)c2cc(Cl)ccc2C2(CCOCC2)C1=O. Reaction SMILES: [Cl:20][c:21]1[cH:22][cH:23][c:24]([C:27]2([C:33](=[O:34])[CH:35]([C:36](=[O:37])[O:38][CH2:39][CH3:40])[C:41](=[O:42])[O:43][CH2:44][CH3:45])[CH2:28][CH2:29][O:30][CH2:31][CH2:32]2)[cH:25][cH:26]1.[O:6]=[P:7]12[O:8][P:9]3(=[O:19])[O:10][P:11](=[O:17])([O:12][P:13](=[O:16])([O:14]3)[O:15]1)[O:18]2.[OH2:46].[S:1](=[O:2])(=[O:3])([OH:4])[OH:5]>>[Cl:20][c:21]1[cH:22][c:23]2[c:24]([cH:25][cH:26]1)[C:27]1([CH2:28][CH2:29][O:30][CH2:31][CH2:32]1)[C:33](=[O:34])[C:35]([C:41](=[O:42])[O:43][CH2:44][CH3:45])=[C:36]2[OH:37]. The reactants are S1N=NC=C1C(=O)Cl (1,2,3-thiadiazole-5-carbonyl chloride), NC1=NC(=NC2=CC(=C(C=C12)OC)OC)N1CCNCC1 (4-amino-6,7-dimethoxy-2-(1-piperzinyl)quinazoline). Product: Cl.NC1=NC(=NC2=CC(=C(C=C12)OC)OC)N1CCN(CC1)C(=O)C1=CN=NS1 (4-Amino-6,7-dimethoxy-2-[4-(1,2,3-thiadiazole-5-carbonyl)piperazin-1-yl]quinazoline Hydrochloride). RXN SMILES: [S:1]1[C:5]([C:6]([Cl:8])=[O:7])=[CH:4][N:3]=[N:2]1.[NH2:9][C:10]1[C:19]2[C:14](=[CH:15][C:16]([O:22][CH3:23])=[C:17]([O:20][CH3:21])[CH:18]=2)[N:13]=[C:12]([N:24]2[CH2:29][CH2:28][NH:27][CH2:26][CH2:25]2)[N:11]=1>>[ClH:8].[NH2:9][C:10]1[C:19]2[C:14](=[CH:15][C:16]([O:22][CH3:23])=[C:17]([O:20][CH3:21])[CH:18]=2)[N:13]=[C:12]([N:24]2[CH2:29][CH2:28][N:27]([C:6]([C:5]3[S:1][N:2]=[N:3][CH:4]=3)=[O:7])[CH2:26][CH2:25]2)[N:11]=1 |f:2.3|. Procedure details: Reaction of 1,2,3-thiadiazole-5-carbonyl chloride and 4-amino-6,7-dimethoxy-2-(1-piperzinyl)quinazoline according to the procedure of Example 1 provided the title compound having a melting point of 295°-297° C. after crystallization from aqueous ethanol. Reactants: C(C)(C)N1C(N(C2=NC(=NC=C2C1)S(=O)(=O)C)C)=O (3-isopropyl-7-methanesulfonyl-3,4-dihydro-1-methylpyrimido[4,5-d]pyrimidin-2(1H)-one), C(C)N(CCOC1=CC=C(N)C=C1)CC (4-[2-(diethylamino)ethoxy]aniline). Solvent: ClCCl.CO.C(C)(=O)O.O (dichloromethane methanol acetic acid water). Reaction conditions: temperature 180 celsius. The product is C(C)N(CCOC1=CC=C(NC2=NC=C3C(=N2)N(C(N(C3)C(C)C)=O)C)C=C1)CC (7-[4-[2-(diethylamino)ethoxy]anilino]-3,4-dihydro-3-isopropyl-1-methylpyrimido[4,5-d]pyrimidin-2(1H)-one). Yield: 8.1%. RXN SMILES: [CH:1]([N:4]1[CH2:13][C:12]2[C:7](=[N:8][C:9](S(C)(=O)=O)=[N:10][CH:11]=2)[N:6]([CH3:18])[C:5]1=[O:19])([CH3:3])[CH3:2].[CH2:20]([N:22]([CH2:33][CH3:34])[CH2:23][CH2:24][O:25][C:26]1[CH:32]=[CH:31][C:29]([NH2:30])=[CH:28][CH:27]=1)[CH3:21]>ClCCl.CO.C(O)(=O)C.O>[CH2:33]([N:22]([CH2:20][CH3:21])[CH2:23][CH2:24][O:25][C:26]1[CH:27]=[CH:28][C:29]([NH:30][C:9]2[N:8]=[C:7]3[N:6]([CH3:18])[C:5](=[O:19])[N:4]([CH:1]([CH3:3])[CH3:2])[CH2:13][C:12]3=[CH:11][N:10]=2)=[CH:31][CH:32]=1)[CH3:34] |f:2.3.4.5|. Reported procedure: A mixture of 350 mg (1.2 mmol) of 3-isopropyl-7-methanesulfonyl-3,4-dihydro-1-methylpyrimido[4,5-d]pyrimidin-2(1H)-one and 500 mg (2.4 mmol) of 4-[2-(diethylamino)ethoxy]aniline was heated at 180° C. for 35 minutes and then cooled. The residue was subjected to column chromatography on silica gel using dichloromethane/methanol/acetic acid/water (240:24:3:2) for the elution. Product-containing fractions were combined and evaporated and the residue was evaporated with toluene. The residue was then ... The reactants are N=1CCN2C=3N(C=4C=CC=CC4C21)C=NC3C(=O)N (2,3-dihydrodiimidazo[1,5-a:1',2'-c]quinazoline-5-carboxamide), carboxylic acid ethyl ester, Compound 3, P(Cl)(Cl)(Cl)(Cl)Cl (phosphorus pentachloride). Solvent: P(=O)(Cl)(Cl)Cl (phosphorus oxychloride). Run at temperature 0 celsius. Product: C(#N)C=1N=CN2C1N1C(C=3C=CC=CC23)=NCC1 (5-Cyano-2,3-dihydrodiimidazo[1,5-a:1',2'-c]quinazoline). As a reaction SMILES: [N:1]1[CH2:2][CH2:3][N:4]2[C:13]=1[C:12]1[CH:11]=[CH:10][CH:9]=[CH:8][C:7]=1[N:6]1[CH:14]=[N:15][C:16]([C:17]([NH2:19])=O)=[C:5]21.P(Cl)(Cl)(Cl)(Cl)Cl>P(Cl)(Cl)(Cl)=O>[C:17]([C:16]1[N:15]=[CH:14][N:6]2[C:7]3[CH:8]=[CH:9][CH:10]=[CH:11][C:12]=3[C:13]3=[N:1][CH2:2][CH2:3][N:4]3[C:5]=12)#[N:19]. Procedure details: A mixture of 2,3-dihydrodiimidazo[1,5-a:1',2'-c]quinazoline-5-carboxamide (1 g, 4 mmol) (prepared by standard methods from the corresponding carboxylic acid ethyl ester, Compound 3) and phosphorus pentachloride (0.9 g, 4.1 mmol) in phosphorus oxychloride (10 ml) was stirred at reflux for 3 h, and then evaporated to dryness. The residue was partitioned between 25 ml of water and 25 ml of dichloromethane. The organic layer was extracted with 4×25 ml of 10% acetic acid. The combined aqueous phases ... Starting materials: N(=O)[O-].[Na+] (sodium nitrite), C(C1=CC=CC=C1)NC(C(C1CCCCC1)N1C(=NC2=C1C=C(C(=C2)F)F)C2=C(C=C(C=C2)Cl)C)=O (N-benzyl-2-[2-(4-chloro-2-methyl-phenyl)-5,6-difluoro-benzoimidazol-1-yl]-2-cyclohexyl-acetamide), C(C)(=O)OC(C)=O (acetic acid anhydride), C(C)(=O)O (acetic acid). Run at temperature 2.5 celsius, time 30 minute. Yields the product ClC1=CC(=C(C=C1)C1=NC2=C(N1C(C(=O)O)C1CCCCC1)C=C(C(=C2)F)F)C ([2-(4-Chloro-2-methyl-phenyl)-5,6-difluoro-benzoimidazol-1-yl]-cyclohexyl-acetic acid). The yield is 54.0%. As a reaction SMILES: C(N[C:9](=[O:36])[CH:10]([N:17]1[C:21]2[CH:22]=[C:23]([F:27])[C:24]([F:26])=[CH:25][C:20]=2[N:19]=[C:18]1[C:28]1[CH:33]=[CH:32][C:31]([Cl:34])=[CH:30][C:29]=1[CH3:35])[CH:11]1[CH2:16][CH2:15][CH2:14][CH2:13][CH2:12]1)C1C=CC=CC=1.C(OC(=O)C)(=[O:39])C.C(O)(=O)C.N([O-])=O.[Na+]>>[Cl:34][C:31]1[CH:32]=[CH:33][C:28]([C:18]2[N:17]([CH:10]([CH:11]3[CH2:12][CH2:13][CH2:14][CH2:15][CH2:16]3)[C:9]([OH:39])=[O:36])[C:21]3[CH:22]=[C:23]([F:27])[C:24]([F:26])=[CH:25][C:20]=3[N:19]=2)=[C:29]([CH3:35])[CH:30]=1 |f:3.4|. Procedure: N-benzyl-2-[2-(4-chloro-2-methyl-phenyl)-5,6-difluoro-benzoimidazol-1-yl]-2-cyclohexyl-acetamide (3.8 g, 6.508 mmol) were dissolved in 49.3 ml (521.9 mmol) acetic acid anhydride and 24.7 ml (431.5 mmol) acetic acid. The dark brown solution was cooled to 0-5° C. and 2.245 g (32.54 mmol) sodium nitrite were added in four portions within 10 min. After 30 min. the reaction mixture was allowed to warm to room temperature. The reaction mixture was then evaporated, taken up with toluene and evaporated ... Starting materials: CI, COC(=O)C(C)c1ccnc(Oc2ccc(Cl)cc2)c1, [H-], [Na+], C1CCOC1. The product is COC(=O)C(C)(C)c1ccnc(Oc2ccc(Cl)cc2)c1. Reaction SMILES: [CH3:21][I:22].[Cl:1][c:2]1[cH:3][cH:4][c:5]([O:6][c:7]2[n:8][cH:9][cH:10][c:11]([CH:13]([C:14](=[O:15])[O:16][CH3:17])[CH3:18])[cH:12]2)[cH:19][cH:20]1.[H-:23].[Na+:24].[O:25]1[CH2:26][CH2:27][CH2:28][CH2:29]1>>[Cl:1][c:2]1[cH:3][cH:4][c:5]([O:6][c:7]2[n:8][cH:9][cH:10][c:11]([C:13]([C:14](=[O:15])[O:16][CH3:17])([CH3:18])[CH3:21])[cH:12]2)[cH:19][cH:20]1. Starting materials: C1(=CCCC1)C=1NC2=CC=CC(=C2C1)O[Si](C(C)C)(C(C)C)C(C)C (2-cyclopent-1-enyl-4-triisopropylsilyloxy-1H-indole), [F-].[Cs+] (CsF), C(C)OC(CBr)=O (ethylbromoacetate). The solvent is C(=O)(C)C#N (AcCN), C(Cl)Cl (CH2Cl2). Run at temperature 50 celsius, time 8 hour. The product is C(C)OC(COC1=C2C=C(NC2=CC=C1)C1=CCCC1)=O ((2-cyclopent-1-enyl-1H-indol-4-yloxy)-acetic acid ethyl ester). Yield: 99.1%. As a reaction SMILES: [C:1]1([C:6]2[NH:7][C:8]3[C:13]([CH:14]=2)=[C:12]([O:15][Si](C(C)C)(C(C)C)C(C)C)[CH:11]=[CH:10][CH:9]=3)[CH2:5][CH2:4][CH2:3][CH:2]=1.[F-].[Cs+].[CH2:28]([O:30][C:31](=[O:34])[CH2:32]Br)[CH3:29]>C(C#N)(C)=O.C(Cl)Cl>[CH2:28]([O:30][C:31](=[O:34])[CH2:32][O:15][C:12]1[CH:11]=[CH:10][CH:9]=[C:8]2[C:13]=1[CH:14]=[C:6]([C:1]1[CH2:5][CH2:4][CH2:3][CH:2]=1)[NH:7]2)[CH3:29] |f:1.2|. Procedure details: To 300 mg (0.845 mmol) of 2-cyclopent-1-enyl-4-triisopropylsilyloxy-1H-indole (14d step 1) in 3 mL AcCN was added 154 mg (1.01 mmol, 1.2 eq) of CsF and 282 μL (2.54 mmol, 3 eq) ethylbromoacetate and the reaction was stirred at 50° C. overnight. The reaction was diluted with CH2Cl2 and filtered through celite. The CH2Cl2 layer was washed with 2N Na2CO3 solution, H2O, aqueous NaCl solution, dried (Na2SO4), and concentrated in vacuole to yield 239 mg (99%) of (2-cyclopent-1-enyl-1H-indol-4-yloxy)-a... The reactants are C(C)(C)(C)OC(=O)N1CCC(CC1)OC1=C(C(=S)O)C=CC(=C1)C (2-(1-t-butoxycarbonylpiperidin-4-yloxy)-4-methylthiobenzoic acid), NC=1C(=NC(=CC1)C)C(=O)NC1=NC=C(C=C1)Cl (3-amino-6-methyl-N-(5-chloropyridin-2-yl)pyridine-2-carboxamide). The product is C(C)(C)(C)OC(=O)N1CCC(CC1)OC1=C(C(=S)NC=2C(=NC(=CC2)C)C(=O)NC2=NC=C(C=C2)Cl)C=CC(=C1)C (3-[2-(1-t-Butoxycarbonylpiperidin-4-yloxy)-4-methyl-thiobenzoylamino]-N-(5-chloropyridin-2-yl)-6-methylpyridine-2-carboxamide). Yield: 93.0%. As a reaction SMILES: [C:1]([O:5][C:6]([N:8]1[CH2:13][CH2:12][CH:11]([O:14][C:15]2[CH:23]=[C:22]([CH3:24])[CH:21]=[CH:20][C:16]=2[C:17](O)=[S:18])[CH2:10][CH2:9]1)=[O:7])([CH3:4])([CH3:3])[CH3:2].[NH2:25][C:26]1[C:27]([C:33]([NH:35][C:36]2[CH:41]=[CH:40][C:39]([Cl:42])=[CH:38][N:37]=2)=[O:34])=[N:28][C:29]([CH3:32])=[CH:30][CH:31]=1>>[C:1]([O:5][C:6]([N:8]1[CH2:9][CH2:10][CH:11]([O:14][C:15]2[CH:23]=[C:22]([CH3:24])[CH:21]=[CH:20][C:16]=2[C:17]([NH:25][C:26]2[C:27]([C:33]([NH:35][C:36]3[CH:41]=[CH:40][C:39]([Cl:42])=[CH:38][N:37]=3)=[O:34])=[N:28][C:29]([CH3:32])=[CH:30][CH:31]=2)=[S:18])[CH2:12][CH2:13]1)=[O:7])([CH3:3])([CH3:4])[CH3:2]. Reported procedure: Using a procedure analogous to Example 1-G, 2-(1-t-butoxycarbonylpiperidin-4-yloxy)-4-methylthiobenzoic acid and 3-amino-6-methyl-N-(5-chloropyridin-2-yl)pyridine-2-carboxamide gave the title compound as a white solid (7.4 g, 93%).